Dataset: the Open Reaction Database (ORD), a public repository of structured organic reaction records. Task: describe an organic reaction: reactants, conditions, products, and yield Starting materials: F[B-](F)(F)F, CCOC(=O)C1(Nc2nc(Nc3ccc(C(=O)O)cc3)nc(OCC(F)(F)F)n2)CC1, CCN(C(C)C)C(C)C, CC(C)(C)OC(=O)NCCCCN, CN(C)C=O, CN(C)C(On1nnc2ccccc21)=[N+](C)C. Product: CCOC(=O)C1(Nc2nc(Nc3ccc(C(=O)NCCCCN)cc3)nc(OCC(F)(F)F)n2)CC1. RXN SMILES: [B-:45]([F:46])([F:47])([F:48])[F:49].[CH2:1]([CH3:2])[O:3][C:4](=[O:5])[C:6]1([NH:9][c:10]2[n:11][c:12]([NH:22][c:23]3[cH:24][cH:25][c:26]([C:27](=[O:28])[OH:29])[cH:30][cH:31]3)[n:13][c:14]([O:16][CH2:17][C:18]([F:19])([F:20])[F:21])[n:15]2)[CH2:7][CH2:8]1.[CH:67]([N:68]([CH2:69][CH3:70])[CH:71]([CH3:72])[CH3:73])([CH3:74])[CH3:75].[NH2:32][CH2:33][CH2:34][CH2:35][CH2:36][NH:37][C:38](=[O:39])[O:40][C:41]([CH3:42])([CH3:43])[CH3:44].[O:76]=[CH:77][N:78]([CH3:79])[CH3:80].[n:50]1([O:51][C:52]([N:53]([CH3:54])[CH3:55])=[N+:56]([CH3:57])[CH3:58])[c:59]2[cH:60][cH:61][cH:62][cH:63][c:64]2[n:65][n:66]1>>[CH2:1]([CH3:2])[O:3][C:4](=[O:5])[C:6]1([NH:9][c:10]2[n:11][c:12]([NH:22][c:23]3[cH:24][cH:25][c:26]([C:27](=[O:28])[NH:37][CH2:36][CH2:35][CH2:34][CH2:33][NH2:32])[cH:30][cH:31]3)[n:13][c:14]([O:16][CH2:17][C:18]([F:19])([F:20])[F:21])[n:15]2)[CH2:7][CH2:8]1. Starting materials: CC(C)(C)OC(=O)N1CCCC1COc1ccc(O)cc1, C#CCBr, [K+], [K+], O=C([O-])[O-], CN(C)C=O. Product: C#CCOc1ccc(OCC2CCCN2C(=O)OC(C)(C)C)cc1. Reaction SMILES: [C:1]([CH3:2])([CH3:3])([CH3:4])[O:5][C:6](=[O:7])[N:8]1[CH:9]([CH2:13][O:14][c:15]2[cH:16][cH:17][c:18]([OH:21])[cH:19][cH:20]2)[CH2:10][CH2:11][CH2:12]1.[CH2:28]([C:29]#[CH:30])[Br:31].[K+:22].[K+:23].[O-:24][C:25]([O-:26])=[O:27].[O:32]=[CH:33][N:34]([CH3:35])[CH3:36]>>[C:1]([CH3:2])([CH3:3])([CH3:4])[O:5][C:6](=[O:7])[N:8]1[CH:9]([CH2:13][O:14][c:15]2[cH:16][cH:17][c:18]([O:21][CH2:30][C:29]#[CH:28])[cH:19][cH:20]2)[CH2:10][CH2:11][CH2:12]1. The product is Cc1nc2c(o1)CCc1ccccc1C2=O. Starting materials: [Al+3], Cc1nc(C(=O)Cl)c(CCc2ccccc2)o1, CCOC(C)=O, [Cl-], [Cl-], [Cl-], S=C=S. As a reaction SMILES: [Al+3:22].[CH3:1][c:2]1[o:3][c:4]([CH2:10][CH2:11][c:12]2[cH:13][cH:14][cH:15][cH:16][cH:17]2)[c:5]([C:7](=[O:8])[Cl:9])[n:6]1.[CH3:25][CH2:26][O:27][C:28](=[O:29])[CH3:30].[Cl-:21].[Cl-:23].[Cl-:24].[S:18]=[C:19]=[S:20]>>[CH3:1][c:2]1[o:3][c:4]2[c:5]([n:6]1)[C:7](=[O:8])[c:13]1[c:12]([cH:17][cH:16][cH:15][cH:14]1)[CH2:11][CH2:10]2. Reactants: N1C=C(C2=CC=CC=C12)\C=C\1/OC2=C(C1=O)C=CC(=C2CN2CCN(CCC2)C(=O)OC(C)(C)C)O (tert-butyl (Z)-4-({2-[(1H-indol-3-yl)methylene]-6-hydroxy-3-oxo-2,3-dihydrobenzofuran-7-yl}methyl)-1,4-diazepane-1-carboxylate), solution, Cl (hydrogen chloride). Run in C(Cl)Cl (methylene chloride), O1CCOCC1 (1,4-dioxane). Conditions: time 2 hour. The product is N1(CCNCCC1)CC1=C(C=CC=2C(/C(/OC21)=C/C2=CNC1=CC=CC=C21)=O)O ((Z)-7-[(1,4-diazepan-1-yl)methyl]-2-[(1H-indol-3-yl)methylene]-6-hydroxybenzofuran-3(2H)-one). The yield is 75.2%. RXN SMILES: [NH:1]1[C:9]2[C:4](=[CH:5][CH:6]=[CH:7][CH:8]=2)[C:3](/[CH:10]=[C:11]2\[O:12][C:13]3[C:20]([CH2:21][N:22]4[CH2:28][CH2:27][CH2:26][N:25](C(OC(C)(C)C)=O)[CH2:24][CH2:23]4)=[C:19]([OH:36])[CH:18]=[CH:17][C:14]=3[C:15]\2=[O:16])=[CH:2]1.Cl>C(Cl)Cl.O1CCOCC1>[N:22]1([CH2:21][C:20]2[C:13]3[O:12]/[C:11](=[CH:10]\[C:3]4[C:4]5[C:9](=[CH:8][CH:7]=[CH:6][CH:5]=5)[NH:1][CH:2]=4)/[C:15](=[O:16])[C:14]=3[CH:17]=[CH:18][C:19]=2[OH:36])[CH2:28][CH2:27][CH2:26][NH:25][CH2:24][CH2:23]1. Procedure details: A solution of tert-butyl (Z)-4-({2-[(1H-indol-3-yl)methylene]-6-hydroxy-3-oxo-2,3-dihydrobenzofuran-7-yl}methyl)-1,4-diazepane-1-carboxylate (0.141 g, 0.288 mmol) in methylene chloride (1.5 mL) was added with a 4 M solution of hydrogen chloride in 1,4-dioxane (1.5 mL) at room temperature, and the mixture was stirred for 2 hours. The reaction mixture was concentrated, the resulting residue was added with saturated aqueous sodium hydrogencarbonate, and the mixture was extracted with chloroform. Th... The reactants are C([O-])([O-])=O.[Na+].[Na+] (sodium carbonate), ClC=1N=CC2=C(N(CC(C(N2C)=O)(F)F)C2CCCC2)N1 (2-chloro-9-cyclopentyl-7,7-difluoro-5-methyl-5,7,8,9-tetrahydro-pyrimido[4,5-b][1,4]diazepin-6-one), NC1=C(C=C(C(=O)NC2CCN(CC2)CCCS(=O)(=O)C)C=C1)OC (4-amino-N-[1-(3-methanesulfonyl-propyl)-piperidin-4-yl]-3-methoxy-benzamide), O.C1(=CC=C(C=C1)S(=O)(=O)O)C (p-toluenesulfonic acid monohydrate). Solvent: ClCCl (dichloromethane), C(C)(C)O (isopropanol). Conditions: time 8 hour. The product is C1(CCCC1)N1C2=C(N(C(C(C1)(F)F)=O)C)C=NC(=N2)NC2=C(C=C(C(=O)NC1CCN(CC1)CCCS(=O)(=O)C)C=C2)OC (4-(9-cyclopentyl-7,7-difluoro-5-methyl-6-oxo-6,7,8,9-tetrahydro-5H-pyrimido[4,5-b][1,4]diazepin-2-ylamino)-N-[1-(3-methanesulfonyl-propyl)-piperidin-4-yl]-3-methoxy-benzamide). Yield: 67.7%. RXN SMILES: Cl[C:2]1[N:3]=[CH:4][C:5]2[N:11]([CH3:12])[C:10](=[O:13])[C:9]([F:15])([F:14])[CH2:8][N:7]([CH:16]3[CH2:20][CH2:19][CH2:18][CH2:17]3)[C:6]=2[N:21]=1.[NH2:22][C:23]1[CH:44]=[CH:43][C:26]([C:27]([NH:29][CH:30]2[CH2:35][CH2:34][N:33]([CH2:36][CH2:37][CH2:38][S:39]([CH3:42])(=[O:41])=[O:40])[CH2:32][CH2:31]2)=[O:28])=[CH:25][C:24]=1[O:45][CH3:46].O.C1(C)C=CC(S(O)(=O)=O)=CC=1.C(=O)([O-])[O-].[Na+].[Na+]>C(O)(C)C.ClCCl>[CH:16]1([N:7]2[CH2:8][C:9]([F:15])([F:14])[C:10](=[O:13])[N:11]([CH3:12])[C:5]3[CH:4]=[N:3][C:2]([NH:22][C:23]4[CH:44]=[CH:43][C:26]([C:27]([NH:29][CH:30]5[CH2:35][CH2:34][N:33]([CH2:36][CH2:37][CH2:38][S:39]([CH3:42])(=[O:41])=[O:40])[CH2:32][CH2:31]5)=[O:28])=[CH:25][C:24]=4[O:45][CH3:46])=[N:21][C:6]2=3)[CH2:20][CH2:19][CH2:18][CH2:17]1 |f:2.3,4.5.6|. Procedure: A mixture of 0.08 g (0.25 mmole) of 2-chloro-9-cyclopentyl-7,7-difluoro-5-methyl-5,7,8,9-tetrahydro-pyrimido[4,5-b][1,4]diazepin-6-one (VII-20) and 0.112 g (0.30 mmole) of 4-amino-N-[1-(3-methanesulfonyl-propyl)-piperidin-4-yl]-3-methoxy-benzamide and 0.072 g (0.38 mmole) of p-toluenesulfonic acid monohydrate in 3 mL of isopropanol was stirred in a sealed tube at 140 degrees overnight. After cooling, dichloromethane and saturated sodium carbonate were added. The mixture was extracted twice with ...